Dataset: the Open Reaction Database (ORD), a public repository of structured organic reaction records. Task: describe an organic reaction: reactants, conditions, products, and yield The reactants are Cl, CCCCC(C)C(O)C=CC1CCC2(OCCO2)C1CCCCCCCO. Product: CCCCC(C)C(O)C=CC1CCC(=O)C1CCCCCCCO. Reaction SMILES: [ClH:28].[OH:1][CH2:2][CH2:3][CH2:4][CH2:5][CH2:6][CH2:7][CH2:8][CH:9]1[C:10]2([O:11][CH2:14][CH2:13][O:12]2)[CH2:15][CH2:16][CH:17]1[CH:18]=[CH:19][CH:20]([CH:21]([CH2:22][CH2:23][CH2:24][CH3:25])[CH3:26])[OH:27]>>[OH:1][CH2:2][CH2:3][CH2:4][CH2:5][CH2:6][CH2:7][CH2:8][CH:9]1[C:10](=[O:11])[CH2:15][CH2:16][CH:17]1[CH:18]=[CH:19][CH:20]([CH:21]([CH2:22][CH2:23][CH2:24][CH3:25])[CH3:26])[OH:27]. Reactants: ClC1=CC2=C(C=C(S2)C2(CCN(CC2)C(=O)OC(C)(C)C)O)C=C1 (6-chloro-2-(4-hydroxy-1-(tert-butoxycarbonyl)piperidin-4-yl)benzothiophene). Run in ClCCl (dichloromethane). Product: ClC1=CC2=C(C=C(S2)C=2CCNCC2)C=C1 (6-chloro-2-(1,2,3,6-tetrahydropyridin-4-yl)benzothiophene). Yield: 90.5%. RXN SMILES: [Cl:1][C:2]1[CH:24]=[CH:23][C:5]2[CH:6]=[C:7]([C:9]3(O)[CH2:14][CH2:13][N:12](C(OC(C)(C)C)=O)[CH2:11][CH2:10]3)[S:8][C:4]=2[CH:3]=1>ClCCl>[Cl:1][C:2]1[CH:24]=[CH:23][C:5]2[CH:6]=[C:7]([C:9]3[CH2:14][CH2:13][NH:12][CH2:11][CH:10]=3)[S:8][C:4]=2[CH:3]=1. Reported procedure: A solution of 1.04 gm (2.83 mMol) 6-chloro-2-(4-hydroxy-1-(tert-butoxycarbonyl)piperidin-4-yl)benzothiophene in 30.0 mL dichloromethane was subjected to the reaction conditions described in Example 51, providing 0.64 gm (90%) of 6-chloro-2-(1,2,3,6-tetrahydropyridin-4-yl)benzothiophene as a tan powder. Starting materials: Cc1ccc(Sc2ccccc2C2(O)CCN(C(=O)OC(C)(C)C)CC2)cc1, CCCC[SnH](CCCC)CCCC, CN(C)c1ccncc1, CCOC(C)=O, CC#N, COC(=O)C(=O)Cl, ClC(Cl)Cl, CC(C)(C#N)N=NC(C)(C)C#N. Product: Cc1ccc(Sc2ccccc2C2CCN(C(=O)OC(C)(C)C)CC2)cc1. RXN SMILES: [C:8]([CH3:9])([CH3:10])([CH3:11])[O:12][C:13](=[O:14])[N:15]1[CH2:16][CH2:17][C:18]([OH:21])([c:22]2[c:23]([S:28][c:29]3[cH:30][cH:31][c:32]([CH3:35])[cH:33][cH:34]3)[cH:24][cH:25][cH:26][cH:27]2)[CH2:19][CH2:20]1.[CH3:36][CH2:37][CH2:38][CH2:39][SnH:40]([CH2:41][CH2:42][CH2:43][CH3:44])[CH2:45][CH2:46][CH2:47][CH3:48].[CH3:61][N:62]([CH3:63])[c:64]1[cH:65][cH:66][n:67][cH:68][cH:69]1.[CH3:70][CH2:71][O:72][C:73](=[O:74])[CH3:75].[CH3:80][C:81]#[N:82].[Cl:1][C:2](=[O:3])[C:4]([O:5][CH3:6])=[O:7].[Cl:76][CH:77]([Cl:78])[Cl:79].[N:49]#[C:50][C:51]([N:52]=[N:53][C:54]([C:55]#[N:56])([CH3:57])[CH3:58])([CH3:59])[CH3:60]>>[C:8]([CH3:9])([CH3:10])([CH3:11])[O:12][C:13](=[O:14])[N:15]1[CH2:16][CH2:17][CH:18]([c:22]2[c:23]([S:28][c:29]3[cH:30][cH:31][c:32]([CH3:35])[cH:33][cH:34]3)[cH:24][cH:25][cH:26][cH:27]2)[CH2:19][CH2:20]1. Starting materials: CSC(=NCC)N1CC2(C=N1)CCCC2 (N-Ethyl-2,3-diaza-spiro[4.4]non-3-ene-2-carboximidothioic acid methyl ester), N1C=CC2=CC(=CC=C12)S(=O)(=O)N (1H-indole-5-sulfonic acid amide). Solvent: C(C)#N (acetonitrile). Yields the product C1N(N=CC12CCCC2)C(=NS(=O)(=O)C=2C=C1C=CNC1=CC2)NCC (1H-indole-5-sulfonic acid (2,3-diaza-spiro[4.4]non-3-en-2-yl)-ethylamino-methyleneamide). The yield is 0.0%. RXN SMILES: CS[C:3]([N:7]1[N:11]=[CH:10][C:9]2([CH2:15][CH2:14][CH2:13][CH2:12]2)[CH2:8]1)=[N:4][CH2:5][CH3:6].[NH:16]1[C:24]2[C:19](=[CH:20][C:21]([S:25]([NH2:28])(=[O:27])=[O:26])=[CH:22][CH:23]=2)[CH:18]=[CH:17]1>C(#N)C>[CH2:8]1[C:9]2([CH2:12][CH2:13][CH2:14][CH2:15]2)[CH:10]=[N:11][N:7]1[C:3]([NH:4][CH2:5][CH3:6])=[N:28][S:25]([C:21]1[CH:20]=[C:19]2[C:24](=[CH:23][CH:22]=1)[NH:16][CH:17]=[CH:18]2)(=[O:27])=[O:26]. Procedure details: 100 mg (1 mol equiv.) N-Ethyl-2,3-diaza-spiro[4.4]non-3-ene-2-carboximidothioic acid methyl ester and 92.5 mg (1.05 mol equiv.) 1H-indole-5-sulfonic acid amide were added to 3 mL acetonitrile. The reaction mixture was refluxed overnight and volatiles were removed under reduced pressure. The residue was taken up in ethyl acetate and extracted with 2N NaOH. The organic layer was dried over Na2SO4, filtered and evaporated to dryness. Purification by flash chromatography on silica gel (Et2O:EtOAc=1:... Reactants: Cl.NC(=N)N (guanidine hydrochloride), C(C(=O)Cl)(=O)Cl (Oxalyl chloride), C1OC2=C(C=CC(=O)O)C=CC=C2O1 (2,3-methylenedioxycinnamic acid), CN(C=O)C (dimethylformamide). The solvent is [OH-].[Na+] (sodium hydroxide), C(Cl)(Cl)Cl (chloroform), ClCCl (dichloromethane). Run at time 2.5 hour. Product: C1OC2=C(C=CC(=O)NC(=N)N)C=CC=C2O1 (2,3-Methylenedioxycinnamoylguanidine). Isolated yield 66.0%. As a reaction SMILES: C(Cl)(=O)C(Cl)=O.[CH2:7]1[O:20][C:19]2[C:9](=[C:10]([CH:16]=[CH:17][CH:18]=2)[CH:11]=[CH:12][C:13](O)=[O:14])[O:8]1.CN(C)C=O.Cl.[NH2:27][C:28]([NH2:30])=[NH:29]>ClCCl.[OH-].[Na+].C(Cl)(Cl)Cl>[CH2:7]1[O:20][C:19]2[C:9](=[C:10]([CH:16]=[CH:17][CH:18]=2)[CH:11]=[CH:12][C:13]([NH:29][C:28]([NH2:30])=[NH:27])=[O:14])[O:8]1 |f:3.4,6.7|. Procedure details: Oxalyl chloride (0.68 mL, 7.8 mmol) was added to a suspension of 2,3-methylenedioxycinnamic acid (500 mg, 2.6 mmol) in dichloromethane (5 mL) containing a drop of dimethylformamide. The mixture was stirred for 2.5 hours and the resulting solution was evaporated to dryness under reduced pressure. The residue was dissolved in dry tetrahydrofuran (5 mL) and added to a solution of guanidine hydrochloride (1.24 g, 13 mmol) in 2M aqueous sodium hydroxide (8 mL). The reaction was stirred at room temper... Reactants: NC=1C=2N(C=CN1)C(=NC2C=2C=C(C=CC2)O)C2CCC2 (3-(8-Amino-3-cyclobutyl-imidazo[1,5-a]pyrazin-1-yl)-phenol), C(=O)([O-])[O-].[Cs+].[Cs+] (Cs2CO3), BrC1=C(CBr)C=CC=C1 (2-bromobenzyl bromide), crude product. Run in CN(C)C=O (DMF), CN(C)C=O (DMF). Run at time 30 minute. The product is BrC1=C(COC=2C=C(C=CC2)C=2N=C(N3C2C(=NC=C3)N)C3CCC3)C=CC=C1 (1-[3-(2-Bromo-benzyloxy)-phenyl]-3-cyclobutyl-imidazo[1,5-a]pyrazin-8-ylamine). Reaction SMILES: [NH2:1][C:2]1[C:3]2[N:4]([C:8]([CH:18]3[CH2:21][CH2:20][CH2:19]3)=[N:9][C:10]=2[C:11]2[CH:12]=[C:13]([OH:17])[CH:14]=[CH:15][CH:16]=2)[CH:5]=[CH:6][N:7]=1.C([O-])([O-])=O.[Cs+].[Cs+].[Br:28][C:29]1[CH:36]=[CH:35][CH:34]=[CH:33][C:30]=1[CH2:31]Br>CN(C=O)C>[Br:28][C:29]1[CH:36]=[CH:35][CH:34]=[CH:33][C:30]=1[CH2:31][O:17][C:13]1[CH:12]=[C:11]([C:10]2[N:9]=[C:8]([CH:18]3[CH2:21][CH2:20][CH2:19]3)[N:4]3[CH:5]=[CH:6][N:7]=[C:2]([NH2:1])[C:3]=23)[CH:16]=[CH:15][CH:14]=1 |f:1.2.3|. Reported procedure: A solution of 3-(8-Amino-3-cyclobutyl-imidazo[1,5-a]pyrazin-1-yl)-phenol (100 mg, 0.36 mmol) in DMF (1.8 mL) was charged with Cs2CO3 (174 mg, 0.54 mmol) and stirred at rt for 30 min. A solution of 2-bromobenzyl bromide (89.2 mg, 0.36 mmol) in DMF was added to the reaction mixture. Reaction mixture was stirred overnight at rt under nitrogen. The crude product was left under high vacuum to remove the DMF for 2 h. The product was then purified by silica gel column chromatography (3% NH3 in MeOH):CH... Starting materials: BrC=1SC=C(N1)CSCCNC(=O)OC(C)(C)C (2-bromo-4-[(2-tert-butoxycarbonylaminoethyl)thiomethyl]-1,3-thiazole), C[O-].[Na+] (sodium methoxide). Solvent: CN(C=O)C (N,N-dimethylformamide). Reaction conditions: temperature 45 celsius, time 3 day. Product: C(C)(C)(C)OC(=O)NCCSCC=1N=C(SC1)OC (4-[(2-tert-Butoxycarbonylaminoethyl)thiomethyl]-2-methoxy-1,3-thiazole). Yield: 32.7%. As a reaction SMILES: Br[C:2]1[S:3][CH:4]=[C:5]([CH2:7][S:8][CH2:9][CH2:10][NH:11][C:12]([O:14][C:15]([CH3:18])([CH3:17])[CH3:16])=[O:13])[N:6]=1.[CH3:19][O-:20].[Na+]>CN(C)C=O>[C:15]([O:14][C:12]([NH:11][CH2:10][CH2:9][S:8][CH2:7][C:5]1[N:6]=[C:2]([O:20][CH3:19])[S:3][CH:4]=1)=[O:13])([CH3:18])([CH3:17])[CH3:16] |f:1.2|. Reported procedure: To a solution of 2-bromo-4-[(2-tert-butoxycarbonylaminoethyl)thiomethyl]-1,3-thiazole (650 mg, 1.85 mmol) in N,N-dimethylformamide (5 mL) was added sodium methoxide (300 mg, 5.56 mmol) and stirred at 45° C. for 3 days. The reaction was quenched with water and the mixture was extracted with ethyl acetate. The ethyl acetate extract was washed with aqueous lithium chloride and concentrated. The residue was chromatographed on silica gel (10% ethyl acetate-hexane), affording 184 mg of the title compo... Reactants: C1(=CC=CC=C1)N(C1=C(C=C(C=C1)OC)[N+](=O)[O-])CCC#N (N-Phenyl-N-(2-cyanoethyl)-2-nitro-4-methoxyaniline). Reagents/catalysts: [C].[Pd] (palladium carbon). Solvent: O1CCCC1 (tetrahydrofuran). Run at time 9 hour. Product: C1(=CC=CC=C1)N(C1=C(C=C(C=C1)OC)N)CCC#N (N-phenyl-N-(2-cyanoethyl)-2-amino-4-methoxyaniline). Isolated yield 100.2%. RXN SMILES: [C:1]1([N:7]([CH2:19][CH2:20][C:21]#[N:22])[C:8]2[CH:13]=[CH:12][C:11]([O:14][CH3:15])=[CH:10][C:9]=2[N+:16]([O-])=O)[CH:6]=[CH:5][CH:4]=[CH:3][CH:2]=1>O1CCCC1.[C].[Pd]>[C:1]1([N:7]([CH2:19][CH2:20][C:21]#[N:22])[C:8]2[CH:13]=[CH:12][C:11]([O:14][CH3:15])=[CH:10][C:9]=2[NH2:16])[CH:2]=[CH:3][CH:4]=[CH:5][CH:6]=1 |f:2.3|. Procedure details: N-Phenyl-N-(2-cyanoethyl)-2-nitro-4-methoxyaniline (39.5 g) was dissolved in tetrahydrofuran (200 ml), 10% palladium carbon (4.0 g) was added, the mixture was stirred for 9 hours under hydrogen atmosphere. Palladium carbon was removed by filtration, the filtrate was concentrated under reduced pressure, to thereby obtain 35.6 g of the titled compound (Yield: 100%).